Dataset: the Open Reaction Database (ORD), a public repository of structured organic reaction records. Task: describe an organic reaction: reactants, conditions, products, and yield The reactants are [Br-].[Br-].[Br-].C(CCC)[N+](CCCC)(CCCC)CCCC.C(CCC)[N+](CCCC)(CCCC)CCCC.C(CCC)[N+](CCCC)(CCCC)CCCC (tetrabutylammonium tribromide), C(C)(C)(C)[Li] (t-butyl lithium), CCCCC (pentane), [Si](C)(C)(C(C)(C)C)OCCCN1C(CCCC1)=O (1-[3-(t-butyldimethylsilyloxy)propyl]piperidin-2-one). Solvent: O1CCCC1 (tetrahydrofuran), O1CCCC1 (tetrahydrofuran), CCCCCC (hexane), O (Water). Reaction conditions: temperature -78 celsius, time 15 minute. The product is BrC1C(N(CCC1)CCCO[Si](C)(C)C(C)(C)C)=O (3-Bromo-1-[3-(t-butyldimethylsilyloxy)propyl]piperidin-2-one). Yield: 10.4%. As a reaction SMILES: C([Li])(C)(C)C.CCCCC.[Si:11]([O:18][CH2:19][CH2:20][CH2:21][N:22]1[CH2:27][CH2:26][CH2:25][CH2:24][C:23]1=[O:28])([C:14]([CH3:17])([CH3:16])[CH3:15])([CH3:13])[CH3:12].[Br-:29].[Br-].[Br-].C([N+](CCCC)(CCCC)CCCC)CCC.C([N+](CCCC)(CCCC)CCCC)CCC.C([N+](CCCC)(CCCC)CCCC)CCC>CCCCCC.O.O1CCCC1>[Br:29][CH:24]1[CH2:25][CH2:26][CH2:27][N:22]([CH2:21][CH2:20][CH2:19][O:18][Si:11]([C:14]([CH3:16])([CH3:17])[CH3:15])([CH3:13])[CH3:12])[C:23]1=[O:28] |f:3.4.5.6.7.8|. Procedure details: Under an argon atmosphere, t-butyl lithium (a 1.50M pentane solution, 1.40 ml, 2.10 mmol) was added dropwise to a tetrahydrofuran solution (5 ml) of 1-[3-(t-butyldimethylsilyloxy)propyl]piperidin-2-one (542 mg, 2.00 mmol) at −78° C. The reaction mixture was stirred at −78° C. for 15 minutes. After a tetrahydrofuran solution (5 ml) of tetrabutylammonium tribromide (1.16 g, 2.40 mmol) was added to the reaction mixture, the temperature of the resulting mixture was gradually raised to −40° C. under ... Starting materials: C(C)(=O)OC(C)=O (acetic anhydride), N1=CC=CC=C1 (pyridine), NCC=1C=C(C=CC1)C=1C=C(C2=CC=CC=C2C1)C(=O)NC=1C=C(C=CC1F)/C=C/C(=O)OCC (Ethyl(2E)-3-{3[({3-[3-(aminomethyl)phenyl]naphthalen-1-yl}carbonyl)amino]-4-fluoro phenyl}prop-2-enoate), C(C)#N (acetonitrile). Conditions: time 16 hour. Yields the product C(C)(=O)NCC=1C=C(C=CC1)C=1C=C(C2=CC=CC=C2C1)C(=O)NC=1C=C(C=CC1F)C=CC(=O)O (3-(3-{[(3-{3-[(acetylamino)methyl]phenyl}naphthalen-1-yl)carbonyl]amino}-4 fluoro-phenyl)prop-2-enoic acid). As a reaction SMILES: N[CH2:2][C:3]1[CH:4]=[C:5]([C:9]2[CH:10]=[C:11]([C:19]([NH:21][C:22]3[CH:23]=[C:24](/[CH:29]=[CH:30]/[C:31]([O:33]CC)=[O:32])[CH:25]=[CH:26][C:27]=3[F:28])=[O:20])[C:12]3[C:17]([CH:18]=2)=[CH:16][CH:15]=[CH:14][CH:13]=3)[CH:6]=[CH:7][CH:8]=1.C(OC(=O)C)(=[O:38])C.N1C=CC=CC=1.[C:49](#[N:51])[CH3:50]>>[C:49]([NH:51][CH2:2][C:3]1[CH:4]=[C:5]([C:9]2[CH:10]=[C:11]([C:19]([NH:21][C:22]3[CH:23]=[C:24]([CH:29]=[CH:30][C:31]([OH:33])=[O:32])[CH:25]=[CH:26][C:27]=3[F:28])=[O:20])[C:12]3[C:17]([CH:18]=2)=[CH:16][CH:15]=[CH:14][CH:13]=3)[CH:6]=[CH:7][CH:8]=1)(=[O:38])[CH3:50]. Reported procedure: Compound 16d (600 mg crude) was dissolved in acetonitrile (15 mL), acetic anhydride (1 mL) and pyridine (1 mL) were added to the reaction mixture and stirred at rt for 16 h. The reaction mixture was evaporated to dryness. To the crude was added THF/water (1:1, 50 mL) followed by lithium hydroxide 1.5 g and the reaction was stirred at rt for 16 h. The reaction mixture was concentrated under vacuum to dryness. The resulting residue was adjusted to pH 5 with dilute HCl and the resulting suspension ... The reactants are 2,2-dimethyl-3-(4',4'-dibromo-buta-1',3'-dienyl)-cyclopropane-1-carboxylic acid chloride, C(#N)[C@H](C1=CC(=CC=C1)OC1=CC=CC=C1)O ((S)α-cyano-3-phenoxy-benzyl alcohol). Run in O (water). Reaction conditions: temperature 20 celsius, time 17 hour. Yields the product CCCCCC.C(C)(C)OC(C)C (hexane isopropyl ether), product. As a reaction SMILES: [C:1]([C@@H:3](O)[C:4]1C=C[CH:7]=[C:6]([O:10][C:11]2[CH:16]=CC=C[CH:12]=2)[CH:5]=1)#N>O>[CH3:1][CH2:3][CH2:4][CH2:5][CH2:6][CH3:7].[CH:6]([O:10][CH:11]([CH3:16])[CH3:12])([CH3:7])[CH3:5] |f:2.3|. Procedure details: Using the procedure of Step A of Example 7, 1.9 g of (1R, trans) 2,2-dimethyl-3-(4',4'-dibromo-buta-1',3'-dienyl)-cyclopropane-1-carboxylic acid chloride and 6.11 g of (S)α-cyano-3-phenoxy-benzyl alcohol were stirred for 17 hours at 20° C. and the mixture was poured into 200 ml of water with stirring. The decanted aqueous phase was extracted with benzene and the organic phase was washed with 0.1 N hydrochloric acid and then with water, was dried and evaporated to dryness under reduced pressure t... The reactants are FC(C(=O)O)(F)F (trifluoroacetic acid), COC=1C=C(C=C(C1OC)OC)C1=NC(=C2C=CC=NC2=C1)OS(=O)(=O)C(F)(F)F (Trifluoro-methanesulfonic acid 7-(3,4,5-trimethoxy-phenyl)-[1,6]naphthyridine-5-yl ester), NC[C@H]1CC(N[C@@H]1C)=O ((4R,5R)-4-(aminomethyl)-5-methylpyrrolidine-2-one), C(C)(C)N(CC)C(C)C (Diisopropylethylamine). Run in CC(=O)N(C)C (dimethylacetamide). Reaction conditions: temperature 80 celsius. The product is C[C@@H]1[C@H](CC(N1)=O)CNC1=C2C=CC=NC2=CC(=N1)C1=CC(=C(C(=C1)OC)OC)OC ((4R,5R)-5-methyl-4-((7-(3,4,5-trimethoxyphenyl)-1,6-naphthyridine-5-yl amino)methyl)pyrolidine-2-one). Reaction SMILES: [CH3:1][O:2][C:3]1[CH:4]=[C:5]([C:13]2[CH:22]=[C:21]3[C:16]([CH:17]=[CH:18][CH:19]=[N:20]3)=[C:15](OS(C(F)(F)F)(=O)=O)[N:14]=2)[CH:6]=[C:7]([O:11][CH3:12])[C:8]=1[O:9][CH3:10].[NH2:31][CH2:32][C@@H:33]1[C@@H:37]([CH3:38])[NH:36][C:35](=[O:39])[CH2:34]1.C(N(C(C)C)CC)(C)C.FC(F)(F)C(O)=O>CC(N(C)C)=O>[CH3:38][C@H:37]1[NH:36][C:35](=[O:39])[CH2:34][C@@H:33]1[CH2:32][NH:31][C:15]1[N:14]=[C:13]([C:5]2[CH:4]=[C:3]([O:2][CH3:1])[C:8]([O:9][CH3:10])=[C:7]([O:11][CH3:12])[CH:6]=2)[CH:22]=[C:21]2[C:16]=1[CH:17]=[CH:18][CH:19]=[N:20]2. Procedure details: 100 mg 6.1 and 33 mg (4R,5R)-4-(aminomethyl)-5-methylpyrrolidine-2-one (2.26) were dissolved in dimethylacetamide. 0.175 mL Diisopropylethylamine was added and the mixture was heated at 80° C. for 85 min. The mixture was acidified with trifluoroacetic acid and purified via chromatography (RP-HPLC) and the corresponding fractions were freeze-dried. Starting materials: CC=1C(=NC=CC1SCCN1CCOCC1)CSC1=NC2=C(N1)C=CC=C2 (2-((3-Methyl-4-(2-morpholinoethylthio)-2-pyridyl)methylthio)-1H-benzimidazole), C(OCC)(=O)Cl (ethyl chlorocarbonate), [H-].[Na+] (sodium hydride). Run in CN(C=O)C (dimethylformamide). The product is CC=1C(=NC=CC1SCCN1CCOCC1)CSC1=NC2=C(N1C(=O)OCC)C=CC=C2 (ethyl 2-((3-methyl-4-(2-morpholinoethylthio)-2-pyridyl)methylthio)-1H-benzimidazole1-carboxylate). RXN SMILES: [CH3:1][C:2]1[C:3]([CH2:17][S:18][C:19]2[NH:23][C:22]3[CH:24]=[CH:25][CH:26]=[CH:27][C:21]=3[N:20]=2)=[N:4][CH:5]=[CH:6][C:7]=1[S:8][CH2:9][CH2:10][N:11]1[CH2:16][CH2:15][O:14][CH2:13][CH2:12]1.[C:28](Cl)(=[O:32])[O:29][CH2:30][CH3:31].[H-].[Na+]>CN(C)C=O>[CH3:1][C:2]1[C:3]([CH2:17][S:18][C:19]2[N:20]([C:28]([O:29][CH2:30][CH3:31])=[O:32])[C:21]3[CH:27]=[CH:26][CH:25]=[CH:24][C:22]=3[N:23]=2)=[N:4][CH:5]=[CH:6][C:7]=1[S:8][CH2:9][CH2:10][N:11]1[CH2:16][CH2:15][O:14][CH2:13][CH2:12]1 |f:2.3|. Procedure details: 2-((3-Methyl-4-(2-morpholinoethylthio)-2-pyridyl)methylthio)-1H-benzimidazole (10 g) was reacted with 1.1 equivalents of ethyl chlorocarbonate in dimethylformamide in the presence of 1.1 equivalents of sodium hydride at room temperature. After the completion of the reaction, the solvent was distilled away and water was added to the residue, followed by extraction with chloroform. The chloroform layer was dried over anhydrous magnesium sulfate and the solvent was distilled away to give 11 g of et... Reactants: OCCN1CCOCC1 (4-(2-hydroxyethyl)morpholine), C[Si](C)(C)[N-][Si](C)(C)C.[Li+] (lithium bis(trimethylsilyl)-amide), C1(CC1)NC(=O)C1=C(C=2C(=NC(=C(C2C)Cl)S(=O)C)S1)N (3-amino-5-chloro-6-methanesulfinyl-4-methyl-thieno[2,3-b]pyridine-2-carboxylic acid cyclopropylamide). The solvent is O (water), C1CCOC1 (THF). Reaction conditions: temperature 80 celsius, time 15 minute. Product: C1(CC1)NC(=O)C1=C(C=2C(=NC(=C(C2C)Cl)OCCN2CCOCC2)S1)N (3-Amino-5-chloro-4-methyl-6-(2-morpholin-4-yl-ethoxy)-thieno[2,3-b]pyridine-2-carboxylic acid cyclopropylamide). Yield: 58.9%. As a reaction SMILES: [OH:1][CH2:2][CH2:3][N:4]1[CH2:9][CH2:8][O:7][CH2:6][CH2:5]1.C[Si]([N-][Si](C)(C)C)(C)C.[Li+].[CH:20]1([NH:23][C:24]([C:26]2[S:39][C:29]3=[N:30][C:31](S(C)=O)=[C:32]([Cl:35])[C:33]([CH3:34])=[C:28]3[C:27]=2[NH2:40])=[O:25])[CH2:22][CH2:21]1>C1COCC1.O>[CH:20]1([NH:23][C:24]([C:26]2[S:39][C:29]3=[N:30][C:31]([O:1][CH2:2][CH2:3][N:4]4[CH2:9][CH2:8][O:7][CH2:6][CH2:5]4)=[C:32]([Cl:35])[C:33]([CH3:34])=[C:28]3[C:27]=2[NH2:40])=[O:25])[CH2:22][CH2:21]1 |f:1.2|. Procedure details: To a solution of 4-(2-hydroxyethyl)morpholine (5.72 g, 43.62 mmol) in THF (25 ml) at room temperature is added dropwise a solution of lithium bis(trimethylsilyl)-amide (1.0 M in hexanes) (21.80 ml, 21.80 mmol). The reaction mixture is stirred for 15 minutes, and then is treated with 3-amino-5-chloro-6-methanesulfinyl-4-methyl-thieno[2,3-b]pyridine-2-carboxylic acid cyclopropylamide (30 g, 8.72 mmol). The reaction vessel is sealed and heated at 80° C. for 3 hours. The reaction is cooled to room t...